From a dataset of the Open Reaction Database (ORD), a public repository of structured organic reaction records. describe an organic reaction: reactants, conditions, products, and yield The reactants are COC(=O)C=1N=C(C2=CC(=CC=C2C1O)OC1=CC=CC=C1)C#N (1-Cyano-4-hydroxy-7-phenoxy-isoquinoline-3-carboxylic acid methyl ester), Cl (hydrochloric acid), N[C@@H](CC(=O)O)CCC1=CC=CC=C1 (3-(R)-Amino-5-phenyl-pentanoic acid), C[O-].[Na+].CO (sodium methoxide methanol). Solvent: O (water). Run at temperature 130 celsius. The product is C(#N)C1=NC(=C(C2=CC=C(C=C12)OC1=CC=CC=C1)O)C(=O)N[C@@H](CC(=O)O)CCC1=CC=CC=C1 (3-(R)-[(1-Cyano-4-hydroxy-7-phenoxy-isoquinoline-3-carbonyl)-amino]-5-phenyl-pentanoic acid). The yield is 43.0%. RXN SMILES: CO[C:3]([C:5]1[N:6]=[C:7]([C:23]#[N:24])[C:8]2[C:13]([C:14]=1[OH:15])=[CH:12][CH:11]=[C:10]([O:16][C:17]1[CH:22]=[CH:21][CH:20]=[CH:19][CH:18]=1)[CH:9]=2)=[O:4].[NH2:25][C@H:26]([CH2:31][CH2:32][C:33]1[CH:38]=[CH:37][CH:36]=[CH:35][CH:34]=1)[CH2:27][C:28]([OH:30])=[O:29].C[O-].[Na+].CO.Cl>O>[C:23]([C:7]1[C:8]2[C:13](=[CH:12][CH:11]=[C:10]([O:16][C:17]3[CH:22]=[CH:21][CH:20]=[CH:19][CH:18]=3)[CH:9]=2)[C:14]([OH:15])=[C:5]([C:3]([NH:25][C@H:26]([CH2:31][CH2:32][C:33]2[CH:38]=[CH:37][CH:36]=[CH:35][CH:34]=2)[CH2:27][C:28]([OH:30])=[O:29])=[O:4])[N:6]=1)#[N:24] |f:2.3.4|. Reported procedure: 1-Cyano-4-hydroxy-7-phenoxy-isoquinoline-3-carboxylic acid methyl ester (75 mg, 0.234 mmol) and 3-(R)-Amino-5-phenyl-pentanoic acid (193 mg, 1.0 mmol) were placed in a CEM 10 mL Microwave vessel and sodium methoxide-methanol solution (0.5 M; 2.0 mL, 1.0 mmol) was added via syringe. The vessel was sealed and heated to 130° C. in a CEM microwave apparatus for 4.5 hours. The reaction mixture was diluted with water and treated with 1N hydrochloric acid and extracted three times with ethyl acetate th... Starting materials: ClC1=NC=C(C(=O)NC2=CC=C(C=C2)OC(F)(F)Cl)C=C1C1=CC=NN1C1OCCCC1 (6-chloro-N-(4-(chlorodifluoromethoxy)phenyl)-5-(1-(tetrahydro-2H-pyran-2-yl)-1H-pyrazol-5-yl)nicotinamide), C1N(CC12CNC2)C(=O)OC(C)(C)C (tert-butyl 2,6-diazaspiro[3.3]heptane-2-carboxylate). The product is ClC(OC1=CC=C(C=C1)NC(C1=CN=C(C(=C1)C1=CC=NN1)N1CC2(C1)CNC2)=O)(F)F (N-(4-(Chlorodifluoromethoxy)phenyl)-5-(1H-pyrazol-5-yl)-6-(2,6-diazaspiro[3.3]heptan-2-yl)nicotinamide). As a reaction SMILES: Cl[C:2]1[C:21]([C:22]2[N:26](C3CCCCO3)[N:25]=[CH:24][CH:23]=2)=[CH:20][C:5]([C:6]([NH:8][C:9]2[CH:14]=[CH:13][C:12]([O:15][C:16]([Cl:19])([F:18])[F:17])=[CH:11][CH:10]=2)=[O:7])=[CH:4][N:3]=1.[CH2:33]1[C:36]2([CH2:39][NH:38][CH2:37]2)[CH2:35][N:34]1C(OC(C)(C)C)=O>>[Cl:19][C:16]([F:17])([F:18])[O:15][C:12]1[CH:13]=[CH:14][C:9]([NH:8][C:6](=[O:7])[C:5]2[CH:20]=[C:21]([C:22]3[NH:26][N:25]=[CH:24][CH:23]=3)[C:2]([N:34]3[CH2:35][C:36]4([CH2:39][NH:38][CH2:37]4)[CH2:33]3)=[N:3][CH:4]=2)=[CH:10][CH:11]=1. Procedure details: The title compound was prepared in an analogous fashion to that described in Example 33 using 6-chloro-N-(4-(chlorodifluoromethoxy)phenyl)-5-(1-(tetrahydro-2H-pyran-2-yl)-1H-pyrazol-5-yl)nicotinamide (Stage 48.2) and tert-butyl 2,6-diazaspiro[3.3]heptane-2-carboxylate to afford a white powder. HPLC (Condition 4) tR=4.17 min, UPLC-MS (Condition 3) tR=0.77 min, m/z=461 [M+H]+; 1H-NMR (400 MHz, DMSO-d6) δ ppm 3.30 (br. s, 2H) 3.63 (s, 4H) 3.75-3.92 (m, 4H) 6.41 (d, J=2.35 Hz, 1H) 7.26-7.35 (m, 2H) ... Reactants: NC1=C(C(NC2=CC(=CC=C12)Cl)=O)C1=CC=CC=C1 (4-amino-7-chloro-3-phenyl-2(1H)-quinolone), [H-].[Na+] (sodium hydride), C(C)(=O)Cl (acetyl chloride). Run in O1CCCC1 (tetrahydrofuran). Reaction conditions: time 1 hour. The product is C(C)(=O)NC1=C(C(NC2=CC(=CC=C12)Cl)=O)C1=CC=CC=C1 (4-Acetamido-7-chloro-3-phenyl-2(1H)-quinolone). As a reaction SMILES: [NH2:1][C:2]1[C:11]2[C:6](=[CH:7][C:8]([Cl:12])=[CH:9][CH:10]=2)[NH:5][C:4](=[O:13])[C:3]=1[C:14]1[CH:19]=[CH:18][CH:17]=[CH:16][CH:15]=1.[H-].[Na+].[C:22](Cl)(=[O:24])[CH3:23]>O1CCCC1>[C:22]([NH:1][C:2]1[C:11]2[C:6](=[CH:7][C:8]([Cl:12])=[CH:9][CH:10]=2)[NH:5][C:4](=[O:13])[C:3]=1[C:14]1[CH:19]=[CH:18][CH:17]=[CH:16][CH:15]=1)(=[O:24])[CH3:23] |f:1.2|. Procedure details: A solution of 4-amino-7-chloro-3-phenyl-2(1H)-quinolone (Example 2) (0.3 g) in tetrahydrofuran (30 ml) was treated with sodium hydride (0.2 g, 80% disp. in oil). After 1 h, acetyl chloride (0.7 ml) was added and the reaction mixture was stirred for 2 h at room temperature then heated under reflux for 14 h. The reaction was partitioned between water and ethyl acetate. The organic phase was dried (MgSO4) and the solvent was removed in vacuo. The residue was suspended in 1N NaOH, and placed in an u... Reactants: OC1=C(C(C(=O)O)=CC=C1)N (3-hydroxyanthranilic acid), C([O-])([O-])=O.[Na+].[Na+] (sodium carbonate). The solvent is CO (methanol). The product is COC(C1=C(C(=CC=C1)O)N)=O (2-Amino-3-hydroxy-benzoic acid methyl ester). The yield is 83.0%. As a reaction SMILES: [OH:1][C:2]1[CH:10]=[CH:9][CH:8]=[C:4]([C:5]([OH:7])=[O:6])[C:3]=1[NH2:11].[C:12](=O)([O-])[O-].[Na+].[Na+]>CO>[CH3:12][O:6][C:5](=[O:7])[C:4]1[CH:8]=[CH:9][CH:10]=[C:2]([OH:1])[C:3]=1[NH2:11] |f:1.2.3|. Reported procedure: To a solution of 1.0 g (6.53 mmol) of 3-hydroxyanthranilic acid in 15 mL of methanol was added 5.0 mL of BF3 -methanol complex and the resulting solution was heated to reflux for 24 h. After cooling to room temperatue the reaction mixture was poured into saturated sodium carbonate solution and then extracted with ether. The combined organics were washed with water and brine, dried over sodium sulfate, filtered and concentrated in vacuo to provide 0.90 g (83%) of the desired product as a brown so... Reactants: BrC=1C=C(C(=O)NC2=CC=C(C3=CC=CC=C23)OCCN2CCOCC2)C=CC1 (3-bromo-N-[4-(2-morpholin-4-yl-ethoxy)-naphthalen-1-yl]-benzamide), FC(OC1=CC=C(C=C1)B(O)O)(F)F (4-trifluoromethoxyphenyl boronic acid). The product is N1(CCOCC1)CCOC1=CC=C(C2=CC=CC=C12)NC(=O)C=1C=C(C=CC1)C1=CC=C(C=C1)OC(F)(F)F (4′-Trifluoromethoxy-biphenyl-3-carboxylic acid [4-(2-morpholin-4-yl-ethoxy)-naphthalen-1-yl]-amide). Reaction SMILES: Br[C:2]1[CH:3]=[C:4]([CH:27]=[CH:28][CH:29]=1)[C:5]([NH:7][C:8]1[C:17]2[C:12](=[CH:13][CH:14]=[CH:15][CH:16]=2)[C:11]([O:18][CH2:19][CH2:20][N:21]2[CH2:26][CH2:25][O:24][CH2:23][CH2:22]2)=[CH:10][CH:9]=1)=[O:6].[F:30][C:31]([F:43])([F:42])[O:32][C:33]1[CH:38]=[CH:37][C:36](B(O)O)=[CH:35][CH:34]=1>>[N:21]1([CH2:20][CH2:19][O:18][C:11]2[C:12]3[C:17](=[CH:16][CH:15]=[CH:14][CH:13]=3)[C:8]([NH:7][C:5]([C:4]3[CH:3]=[C:2]([C:36]4[CH:35]=[CH:34][C:33]([O:32][C:31]([F:30])([F:42])[F:43])=[CH:38][CH:37]=4)[CH:29]=[CH:28][CH:27]=3)=[O:6])=[CH:9][CH:10]=2)[CH2:26][CH2:25][O:24][CH2:23][CH2:22]1. Procedure details: Compound is prepared from 3-bromo-N-[4-(2-morpholin-4-yl-ethoxy)-naphthalen-1-yl]-benzamide and 4-trifluoromethoxyphenyl boronic acid according to conditions described in general procedure K. 1H NMR 300 MHz (DMSO-d6) δ 10.4 (s, 1H), 8.4 (s, 1H), 8.2 (m, 1H), 8.05 (d, 1H, J=7.2 Hz), 7.9 (m, 3H), 7.4-7.7 (m, 7H), 7.0 (d, 1H, J=10.1Hz), 4.3 (m, 2H), 3.6 (m, 4H), 2.9 (m, 2H), 2.6 (m, 4H). Reactants: CC(=O)O[BH-](OC(C)=O)OC(C)=O, C1CCNC1, CC(=O)O, ClCCCl, CC(=O)CN1C(=O)CCc2cc([N+](=O)[O-])ccc21, [Na+]. The product is CC(CN1C(=O)CCc2cc([N+](=O)[O-])ccc21)N1CCCC1. RXN SMILES: [C:28]([O:29][BH-:30]([O:31][C:32](=[O:33])[CH3:34])[O:35][C:36](=[O:37])[CH3:38])(=[O:39])[CH3:40].[CH2:19]1[CH2:20][CH2:21][NH:22][CH2:23]1.[CH3:24][C:25](=[O:26])[OH:27].[Cl:42][CH2:43][CH2:44][Cl:45].[N+:1](=[O:2])([O-:3])[c:4]1[cH:5][c:6]2[c:11]([cH:12][cH:13]1)[N:10]([CH2:14][C:15]([CH3:16])=[O:17])[C:9](=[O:18])[CH2:8][CH2:7]2.[Na+:41]>>[N+:1](=[O:2])([O-:3])[c:4]1[cH:5][c:6]2[c:11]([cH:12][cH:13]1)[N:10]([CH2:14][CH:15]([CH3:16])[N:22]1[CH2:21][CH2:20][CH2:19][CH2:23]1)[C:9](=[O:18])[CH2:8][CH2:7]2.